describe an organic reaction: reactants, conditions, products, and yield From a dataset of the Open Reaction Database (ORD), a public repository of structured organic reaction records. Reactants: [H-].[H-].[H-].[H-].[Li+].[Al+3] (LiAlH4), anhydride, C(=O)(O)C1C=CCCC1C(=O)O (3,4-dicarboxycyclohex-1-ene), [H-].[Al+3].[Li+].[H-].[H-].[H-] (lithium aluminium hydride), C1CCOC1.O (THF H2O). Run in C1CCOC1 (THF), C1=CC=CC=C1 (benzene), C1CCOC1 (THF). Reaction conditions: temperature 0 celsius, time 18 hour. The product is OC[C@@H]1CC=CC[C@@H]1CO (cis-4,5-bis-Hydroxymethylcyclohex-1-ene). The yield is 102.0%. RXN SMILES: [C:1]([CH:4]1[CH:9]([C:10](O)=[O:11])[CH2:8][CH2:7][CH:6]=[CH:5]1)(O)=[O:2].[H-].[H-].[H-].[H-].[Li+].[Al+3].C1COCC1.O>C1COCC1.C1C=CC=CC=1>[OH:2][CH2:1][C@H:4]1[C@@H:9]([CH2:10][OH:11])[CH2:8][CH:7]=[CH:6][CH2:5]1 |f:1.2.3.4.5.6,7.8|. Procedure details: A solution of the anhydride of 3,4-dicarboxycyclohex-1-ene (25.8 g) in THF (150 ml) is added with cooling to a stirred suspension of LiAlH4 (9 g) in THF (200 ml) under N2 at a rate such as to maintain the temperature at 0° C. After stirring for 18 hours at room temperature the mixture is gently refluxed for one hour and cooled in ice. The excess lithium aluminium hydride is decomposed by the careful addition of 1:1 THF-H2O mixture (100 ml). After dilution with chloroform (150 ml) the resulting m...